Dataset: the Open Reaction Database (ORD), a public repository of structured organic reaction records. Task: describe an organic reaction: reactants, conditions, products, and yield The reactants are C[O-], CCCCCC, CCCC(NS(N)(=O)=O)C(=O)OC, CO, CO, [Na+]. Yields the product CCCC1NS(=O)(=O)NC1=O. Reaction SMILES: [CH3:14][O-:15].[CH3:17][CH2:18][CH2:19][CH2:20][CH2:21][CH3:22].[CH3:1][O:2][C:3]([CH:4]([CH2:5][CH2:6][CH3:7])[NH:8][S:9](=[O:10])(=[O:11])[NH2:12])=[O:13].[CH3:23][OH:24].[CH3:25][OH:26].[Na+:16]>>[O:2]=[C:3]1[CH:4]([CH2:5][CH2:6][CH3:7])[NH:8][S:9](=[O:10])(=[O:11])[NH:12]1. Reactants: [BH4-], CC(=O)c1ccc(Br)s1, C1COCCN1, CC(C)[O-], CC(C)[O-], CC(C)[O-], CC(C)[O-], [Na+], [Na+], [OH-], [Ti+4]. The product is CC(c1ccc(Br)s1)N1CCOCC1. As a reaction SMILES: [BH4-:16].[C:7]([CH3:8])(=[O:9])[c:10]1[s:11][c:12]([Br:15])[cH:13][cH:14]1.[CH2:1]1[CH2:2][O:3][CH2:4][CH2:5][NH:6]1.[CH3:20][CH:21]([CH3:22])[O-:23].[CH3:25][CH:26]([CH3:27])[O-:28].[CH3:29][CH:30]([CH3:31])[O-:32].[CH3:33][CH:34]([CH3:35])[O-:36].[Na+:17].[Na+:19].[OH-:18].[Ti+4:24]>>[CH2:1]1[CH2:2][O:3][CH2:4][CH2:5][N:6]1[CH:7]([CH3:8])[c:10]1[s:11][c:12]([Br:15])[cH:13][cH:14]1.